From a dataset of the Open Reaction Database (ORD), a public repository of structured organic reaction records. describe an organic reaction: reactants, conditions, products, and yield Starting materials: OC1=C(C=C(C(=O)N(C2=C(C=C(C=C2)C)OCCCCCC(=O)N2CCN(CC2)C)C)C=C1)OC (4-hydroxy-3-methoxy-N-methyl-N-[4-methyl-2-[5-(4-methylpiperazin-1-yl)carbonylpent-1-yloxy]phenyl]-benzamide), [H-].[Na+] (sodium hydride), [N+](=O)([O-])C1=C(CBr)C=CC=C1 (o-Nitrobenzyl bromide). The solvent is CN(C=O)C (N,N-dimethylformamide). Conditions: temperature 0 celsius, time 15 minute. Product: COC=1C=C(C(=O)N(C2=C(C=C(C=C2)C)OCCCCCC(=O)N2CCN(CC2)C)C)C=CC1OCC1=C(C=CC=C1)[N+](=O)[O-] (3-methoxy-4-(2-nitrobenzyloxy)-N-methyl-N-[4-methyl-2-[5-(4-methylpiperazin-1-yl)carbonylpent-1-yloxy]phenyl]benzamide). Yield: 51.3%. As a reaction SMILES: [OH:1][C:2]1[CH:33]=[CH:32][C:5]([C:6]([N:8]([CH3:31])[C:9]2[CH:14]=[CH:13][C:12]([CH3:15])=[CH:11][C:10]=2[O:16][CH2:17][CH2:18][CH2:19][CH2:20][CH2:21][C:22]([N:24]2[CH2:29][CH2:28][N:27]([CH3:30])[CH2:26][CH2:25]2)=[O:23])=[O:7])=[CH:4][C:3]=1[O:34][CH3:35].[H-].[Na+].[N+:38]([C:41]1[CH:48]=[CH:47][CH:46]=[CH:45][C:42]=1[CH2:43]Br)([O-:40])=[O:39]>CN(C)C=O>[CH3:35][O:34][C:3]1[CH:4]=[C:5]([CH:32]=[CH:33][C:2]=1[O:1][CH2:43][C:42]1[CH:45]=[CH:46][CH:47]=[CH:48][C:41]=1[N+:38]([O-:40])=[O:39])[C:6]([N:8]([CH3:31])[C:9]1[CH:14]=[CH:13][C:12]([CH3:15])=[CH:11][C:10]=1[O:16][CH2:17][CH2:18][CH2:19][CH2:20][CH2:21][C:22]([N:24]1[CH2:29][CH2:28][N:27]([CH3:30])[CH2:26][CH2:25]1)=[O:23])=[O:7] |f:1.2|. Procedure details: A solution of 4-hydroxy-3-methoxy-N-methyl-N-[4-methyl-2-[5-(4-methylpiperazin-1-yl)carbonylpent-1-yloxy]phenyl]-benzamide (320 mg) in N,N-dimethylformamide (8 ml) was treated with sodium hydride (29.1 mg, 60% w/w in mineral oil) at 0° C. The reaction mixture was stirred at 0° C. for 15 minutes and then at ambient temperature for 10 minutes. o-Nitrobenzyl bromide (143 mg) was added, and the reaction mixture was stirred for 2.5 hours. The reaction was quenched with water and the mixture was dilut...